From a dataset of the Open Reaction Database (ORD), a public repository of structured organic reaction records. describe an organic reaction: reactants, conditions, products, and yield Starting materials: C(CCC)[Li] (n-butyl lithium), O1C(CCCC1)OC1OCCCC1 (tetrahydropyranyl ether), 3-butyn-3-ol, [Cl-].[NH4+] (ammonium chloride), C[Si](OC1(C(CC(C(C1)O[Si](C)(C)C)(C)C)=O)C)(C)C (2,4-bis(trimethylsiloxy)-2,5,5-trimethylcyclohexanone). Solvent: C1CCOC1 (THF), CCCCCC (n-hexane), C1CCOC1 (THF). Run at time 10 minute. Yields the product OC1(C(CC(C1(C)C)O)(C)O)C=CC(C)O (4-(1,2,4-trihydroxy-2,5,5-trimethylcyclopentyl)but-3-en-2-ol). Isolated yield 70.0%. RXN SMILES: [CH2:1]([Li])[CH2:2][CH2:3]C.[O:6]1CCCCC1OC1CCCCO1.C[Si](C)(C)[O:21][C:22]1([CH3:36])[CH2:27][CH:26]([O:28][Si](C)(C)C)[C:25]([CH3:34])([CH3:33])[CH2:24][C:23]1=[O:35].[Cl-].[NH4+]>C1COCC1.CCCCCC>[OH:35][C:23]1([CH:24]=[CH:1][CH:2]([OH:6])[CH3:3])[C:25]([CH3:33])([CH3:34])[CH:26]([OH:28])[CH2:27][C:22]1([OH:21])[CH3:36] |f:3.4|. Procedure: To 5.2 ml of a 1.6M n-hexane solution of n-butyl lithium was added 15 ml of anhydrous THF at -78° C. (bath temperature) in a nitrogen atmosphere, and 1.3 g of a tetrahydropyranyl ether of 3-butyn-3-ol was added dropwise thereto under the same conditions over 10 minutes. After the addition, the mixture was stirred for 30 minutes. Then, 20 ml of an anhydrous THF solution containing 2.1 g of 2,4-bis(trimethylsiloxy)-2,5,5-trimethylcyclohexanone was added dropwise to the mixture under the same condi...